From a dataset of the Open Reaction Database (ORD), a public repository of structured organic reaction records. describe an organic reaction: reactants, conditions, products, and yield The reactants are FC1=C(C(=CC=C1)F)C=1SC=C(N1)C(=O)OCC (ethyl 2-(2,6-difluorophenyl)-1,3-thiazole-4-carboxylate), O.[OH-].[Li+] (lithium hydroxide monohydrate), Cl (HCl), O (water). The solvent is C1CCOC1 (THF), CCOC(=O)C (EtOAc). Conditions: temperature 60 celsius, time 5 hour. Yields the product FC1=C(C(=CC=C1)F)C=1SC=C(N1)C(=O)O (2-(2,6-Difluorophenyl)-1,3-thiazole-4-carboxylic acid). Isolated yield 96.7%. Reaction SMILES: [F:1][C:2]1[CH:7]=[CH:6][CH:5]=[C:4]([F:8])[C:3]=1[C:9]1[S:10][CH:11]=[C:12]([C:14]([O:16]CC)=[O:15])[N:13]=1.O.[OH-].[Li+].O.Cl>C1COCC1.CCOC(C)=O>[F:8][C:4]1[CH:5]=[CH:6][CH:7]=[C:2]([F:1])[C:3]=1[C:9]1[S:10][CH:11]=[C:12]([C:14]([OH:16])=[O:15])[N:13]=1 |f:1.2.3|. Procedure: To a solution of ethyl 2-(2,6-difluorophenyl)-1,3-thiazole-4-carboxylate (1.72 g, 6.39 mmol) in THF (40.0 mL), lithium hydroxide monohydrate (1.51 g, 36.0 mmol) was added followed by water (10.0 mL). The mixture was stirred at 60° C. for 5 h. The reaction mixture was then cooled to 0° C., and 6 M HCl was added slowly until the pH reached 2. The mixture was diluted with EtOAc (250 mL), washed with brine (200 mL), dried over Na2SO4 and concentrated under reduced pressure. The residue was purified ... Reactants: COC(=O)c1ccc2c(C3CCCCC3)c(Br)[nH]c2c1, O=C([O-])[O-], CC(C)(C)OC(=O)NCc1cc(F)ccc1B(O)O, [Na+], [Na+], C1COCCO1, Cl[Pd]Cl, c1ccc(P(c2ccccc2)c2ccccc2)cc1, c1ccc(P(c2ccccc2)c2ccccc2)cc1, COC(=O)c1ccc2cc[nH]c2c1. Yields the product COC(=O)c1ccc2c(C3CCCCC3)c(-c3ccc(F)cc3CNC(=O)OC(C)(C)C)[nH]c2c1. As a reaction SMILES: [Br:1][c:2]1[nH:3][c:4]2[cH:5][c:6]([C:17](=[O:18])[O:19][CH3:20])[cH:7][cH:8][c:9]2[c:10]1[CH:11]1[CH2:12][CH2:13][CH2:14][CH2:15][CH2:16]1.[C:34](=[O:35])([O-:36])[O-:37].[C:40]([CH3:41])([CH3:42])([CH3:43])[O:44][C:45](=[O:46])[NH:47][CH2:48][c:49]1[c:50]([B:56]([OH:57])[OH:58])[cH:51][cH:52][c:53]([F:55])[cH:54]1.[Na+:38].[Na+:39].[O:59]1[CH2:60][CH2:61][O:62][CH2:63][CH2:64]1.[Pd:65]([Cl:66])[Cl:67].[c:68]1([P:69]([c:70]2[cH:71][cH:72][cH:73][cH:74][cH:75]2)[c:76]2[cH:77][cH:78][cH:79][cH:80][cH:81]2)[cH:82][cH:83][cH:84][cH:85][cH:86]1.[c:87]1([P:88]([c:89]2[cH:90][cH:91][cH:92][cH:93][cH:94]2)[c:95]2[cH:96][cH:97][cH:98][cH:99][cH:100]2)[cH:101][cH:102][cH:103][cH:104][cH:105]1.[nH:21]1[c:22]2[c:23]([cH:24][cH:25][c:26]([C:27]([O:28][CH3:29])=[O:30])[cH:31]2)[cH:32][cH:33]1>>[c:2]1(-[c:50]2[c:49]([CH2:48][NH:47][C:45]([O:44][C:40]([CH3:41])([CH3:42])[CH3:43])=[O:46])[cH:54][c:53]([F:55])[cH:52][cH:51]2)[nH:3][c:4]2[cH:5][c:6]([C:17](=[O:18])[O:19][CH3:20])[cH:7][cH:8][c:9]2[c:10]1[CH:11]1[CH2:12][CH2:13][CH2:14][CH2:15][CH2:16]1. Starting materials: C(C1=CC=CC=C1)O[C@H]1[C@H](O[C@@H]([C@H]([C@@H]1OCC1=CC=CC=C1)COC(C)=O)COCC1=CC=CC=C1)OC[C@@H]1[C@H]([C@@H]([C@H]([C@@H](OC)O1)OCC1=CC=CC=C1)OCC1=CC=CC=C1)OCC1=CC=CC=C1 (Methyl 6-O-(2,3,6-tri-O-benzyl-4-deoxy-4-acetyloxymethyl-α-D-glucopyranosyl)-2,3,4-tri-O-benzyl-α-D-glucopyranoside), CO (methanol). The reagents and catalysts are C[O-].[Na+] (sodium methoxide). The solvent is C1(=CC=CC=C1)C (toluene). Conditions: time 2 hour. Yields the product C(C1=CC=CC=C1)O[C@H]1[C@H](O[C@@H]([C@H]([C@@H]1OCC1=CC=CC=C1)CO)COCC1=CC=CC=C1)OC[C@@H]1[C@H]([C@@H]([C@H]([C@@H](OC)O1)OCC1=CC=CC=C1)OCC1=CC=CC=C1)OCC1=CC=CC=C1 (methyl 6-O-(2,3,6-tri-O-benzyl-4-deoxy-4-hydroxymethyl-α-D-glucopyranosyl)-2,3,4-tri-O-benzyl-α-D-glucopyranoside). RXN SMILES: [CH2:1]([O:8][C@@H:9]1[C@@H:14]([O:15][CH2:16][C:17]2[CH:22]=[CH:21][CH:20]=[CH:19][CH:18]=2)[C@H:13]([CH2:23][O:24]C(=O)C)[C@@H:12]([CH2:28][O:29][CH2:30][C:31]2[CH:36]=[CH:35][CH:34]=[CH:33][CH:32]=2)[O:11][C@@H:10]1[O:37][CH2:38][C@H:39]1[O:46][C@H:43]([O:44][CH3:45])[C@H:42]([O:47][CH2:48][C:49]2[CH:54]=[CH:53][CH:52]=[CH:51][CH:50]=2)[C@@H:41]([O:55][CH2:56][C:57]2[CH:62]=[CH:61][CH:60]=[CH:59][CH:58]=2)[C@@H:40]1[O:63][CH2:64][C:65]1[CH:70]=[CH:69][CH:68]=[CH:67][CH:66]=1)[C:2]1[CH:7]=[CH:6][CH:5]=[CH:4][CH:3]=1.CO>C1(C)C=CC=CC=1.C[O-].[Na+]>[CH2:1]([O:8][C@@H:9]1[C@@H:14]([O:15][CH2:16][C:17]2[CH:18]=[CH:19][CH:20]=[CH:21][CH:22]=2)[C@H:13]([CH2:23][OH:24])[C@@H:12]([CH2:28][O:29][CH2:30][C:31]2[CH:36]=[CH:35][CH:34]=[CH:33][CH:32]=2)[O:11][C@@H:10]1[O:37][CH2:38][C@H:39]1[O:46][C@H:43]([O:44][CH3:45])[C@H:42]([O:47][CH2:48][C:49]2[CH:50]=[CH:51][CH:52]=[CH:53][CH:54]=2)[C@@H:41]([O:55][CH2:56][C:57]2[CH:62]=[CH:61][CH:60]=[CH:59][CH:58]=2)[C@@H:40]1[O:63][CH2:64][C:65]1[CH:70]=[CH:69][CH:68]=[CH:67][CH:66]=1)[C:2]1[CH:7]=[CH:6][CH:5]=[CH:4][CH:3]=1 |f:3.4|. Reported procedure: Methyl 6-O-(2,3,6-tri-O-benzyl-4-deoxy-4-acetyloxymethyl-α-D-glucopyranosyl)-2,3,4-tri-O-benzyl-α-D-glucopyranoside (2.469 g, 2.593 mmol) is dissolved in hot toluene (20 mL) and methanol (80 mL) is added, followed by a few drops of 1 M methanolic sodium methoxide. The mixture is stirred at room temperature during 2 h. The reaction mixture is made neutral with Amberlite IR 120 (H+) resin, filtered and concentrated under reduced pressure so as to afford methyl 6-O-(2,3,6-tri-O-benzyl-4-deoxy-4-hyd...